This data is from the Open Reaction Database (ORD), a public repository of structured organic reaction records. The task is: describe an organic reaction: reactants, conditions, products, and yield The reactants are CCOC(C)=O, [H][H], O=C1C=COC(CN2C(=O)c3ccccc3C2=O)C1. Yields the product O=C1CCOC(CN2C(=O)c3ccccc3C2=O)C1. RXN SMILES: [CH3:22][CH2:23][O:24][C:25](=[O:26])[CH3:27].[H:20][H:21].[O:1]=[C:2]1[CH2:3][CH:4]([CH2:8][N:9]2[C:10](=[O:19])[c:11]3[cH:12][cH:13][cH:14][cH:15][c:16]3[C:17]2=[O:18])[O:5][CH:6]=[CH:7]1>>[O:1]=[C:2]1[CH2:3][CH:4]([CH2:8][N:9]2[C:10](=[O:19])[c:11]3[cH:12][cH:13][cH:14][cH:15][c:16]3[C:17]2=[O:18])[O:5][CH2:6][CH2:7]1. The reactants are CS(=O)(=O)Cl, COC(=O)C(CO)c1ccc(Cl)cc1, ClCCl. Product: C=C(C(=O)OC)c1ccc(Cl)cc1. RXN SMILES: [CH3:15][S:16](=[O:17])(=[O:18])[Cl:19].[Cl:1][c:2]1[cH:3][cH:4][c:5]([CH:8]([C:9](=[O:10])[O:11][CH3:12])[CH2:13][OH:14])[cH:6][cH:7]1.[Cl:20][CH2:21][Cl:22]>>[Cl:1][c:2]1[cH:3][cH:4][c:5]([C:8]([C:9](=[O:10])[O:11][CH3:12])=[CH2:13])[cH:6][cH:7]1. Starting materials: C(CC(O)(C(=O)O)CC(=O)O)(=O)O (citric acid), CN(C=1C=C(C=C2C=C(NC12)C(=O)OCC)OC(F)(F)F)S(=O)(=O)C=1SC=CC1 (ethyl 7-[methyl(2-thienylsulfonyl)amino]-5-(trifluoromethoxy)-1H-indole-2-carboxylate), [OH-].[Na+] (sodium hydroxide), O1CCCC1 (tetrahydrofuran). The solvent is C(C)O (ethanol). Run at time 15 hour. The product is CN(C=1C=C(C=C2C=C(NC12)C(=O)O)OC(F)(F)F)S(=O)(=O)C=1SC=CC1 (7-[methyl(2-thienylsulfonyl)amino]-5-(trifluoromethoxy)-1H-indole-2-carboxylic acid). Isolated yield 99.9%. RXN SMILES: [CH3:1][N:2]([S:22]([C:25]1[S:26][CH:27]=[CH:28][CH:29]=1)(=[O:24])=[O:23])[C:3]1[CH:4]=[C:5]([O:17][C:18]([F:21])([F:20])[F:19])[CH:6]=[C:7]2[C:11]=1[NH:10][C:9]([C:12]([O:14]CC)=[O:13])=[CH:8]2.[OH-].[Na+].O1CCCC1.C(O)(=O)CC(CC(O)=O)(C(O)=O)O>C(O)C>[CH3:1][N:2]([S:22]([C:25]1[S:26][CH:27]=[CH:28][CH:29]=1)(=[O:23])=[O:24])[C:3]1[CH:4]=[C:5]([O:17][C:18]([F:20])([F:21])[F:19])[CH:6]=[C:7]2[C:11]=1[NH:10][C:9]([C:12]([OH:14])=[O:13])=[CH:8]2 |f:1.2|. Reported procedure: A mixture of ethyl 7-[methyl(2-thienylsulfonyl)amino]-5-(trifluoromethoxy)-1H-indole-2-carboxylate (2.19 g), 1N aqueous sodium hydroxide solution (10 mL), tetrahydrofuran (10 mL) and ethanol (10 mL) was stirred at room temperature for 15 hr. The reaction mixture was acidified with aqueous citric acid solution, and extracted with ethyl acetate. The ethyl acetate layer was washed with saturated brine, dried (MgSO4), and concentrated. The residue was washed with hexane to give the title compound (2... Starting materials: C(=O)(O)CN1CCN(CCN(CCNCC1)CC(=O)O)CC(=O)O (1,4,7-triscarboxymethyl-1,4,7,10-tetraazacyclododecane), O1C(COC2=CC=C(C=C2)C(=O)OCC)C1 (2,3-epoxy-1-[4-(2-ethoxycarbonyl)-phenoxy]-propane), Cl (hydrochloric acid), [OH-].[K+] (potassium hydroxide). Run in O1CCOCC1 (dioxane), O (water). Run at time 12 hour. The product is OC(CN1CCN(CCN(CCN(CC1)CC(=O)O)CC(=O)O)CC(=O)O)COC1=CC=C(C=C1)C(=O)O (10-[2-Hydroxy-3-(4-(carboxy)-phenoxy)-propyl]-1,4,7-tris(carboxymethyl)-1,4,7,10-tetraazacyclododecane). As a reaction SMILES: [C:1]([CH2:4][N:5]1[CH2:16][CH2:15][NH:14][CH2:13][CH2:12][N:11]([CH2:17][C:18]([OH:20])=[O:19])[CH2:10][CH2:9][N:8]([CH2:21][C:22]([OH:24])=[O:23])[CH2:7][CH2:6]1)([OH:3])=[O:2].[O:25]1[CH2:40][CH:26]1[CH2:27][O:28][C:29]1[CH:34]=[CH:33][C:32]([C:35]([O:37]CC)=[O:36])=[CH:31][CH:30]=1.[OH-].[K+].Cl>O1CCOCC1.O>[OH:25][CH:26]([CH2:27][O:28][C:29]1[CH:34]=[CH:33][C:32]([C:35]([OH:37])=[O:36])=[CH:31][CH:30]=1)[CH2:40][N:14]1[CH2:13][CH2:12][N:11]([CH2:17][C:18]([OH:20])=[O:19])[CH2:10][CH2:9][N:8]([CH2:21][C:22]([OH:24])=[O:23])[CH2:7][CH2:6][N:5]([CH2:4][C:1]([OH:3])=[O:2])[CH2:16][CH2:15]1 |f:2.3|. Procedure details: 10 g (28.87 mmol) of 1,4,7-triscarboxymethyl-1,4,7,10-tetraazacyclododecane (=DO3A) and 12.99 g (51.96 mmol) of 2,3-epoxy-1-[4-(2-ethoxycarbonyl)-phenoxy]-propane are added in 80 ml of dioxane/60 ml of water and adjusted to pH 13 with 6N potassium hydroxide solution. It is stirred for 12 hours at room temperature. Then, it is refluxed for 2 hours. It is adjusted to pH 7 with 5N hydrochloric acid and evaporated to dryness in a vacuum. The residue is absorptively precipitated in 200 ml of ethanol/... Yields the product N[C@H](C(N1CSCC1)=O)[C@@H]1CC[C@H](CC1)O (Trans-4-[(1S)-1-amino-2-oxo-2-(1,3-thiazolidin-3-yl)ethyl]cyclohexanol). As a reaction SMILES: C(OC(N[C@@H]([C@H]1CC[C@H](O)CC1)C(OC)=O)=O)(C)(C)C.[OH:21][C@H:22]1[CH2:27][CH2:26][C@H:25]([C@H:28]([NH:36]C(=O)OC(C)(C)C)[C:29](=[O:35])[N:30]2[CH2:34][CH2:33][S:32][CH2:31]2)[CH2:24][CH2:23]1>>[NH2:36][C@@H:28]([C@H:25]1[CH2:26][CH2:27][C@H:22]([OH:21])[CH2:23][CH2:24]1)[C:29](=[O:35])[N:30]1[CH2:34][CH2:33][S:32][CH2:31]1. Procedure: 3.5 g (12.2 mmol) of methyl trans-(2S)-[(tert-butoxycarbonyl)-amino](4-hydroxycyclohexyl)-ethanoate was converted to 3.34 g of tert-butyl trans-(1S)-1-(4-hydroxycyclohexyl)-2-oxo-2-(1,3-thiazolidin-3-yl)ethyl-carbamate using the procedures outlined in Example 1, Step C. 1H NMR (400 MHz, CD3OD, mixture of rotamers) δ 4.65–4.47 (m, 1.5H), 4.19–4.05 (m, 1.5H), 3.55–3.40 (m, 1H), 3.17–3.03 (m, 2H), 2.00–1.83 (m, 3H), 1.70–1.58 (m, 2H), 1.45–1.38 (m, 9H), 1.30–1.08 (m, 4H). A portion of this material... The reactants are C(C)(C)(C)OC(=O)N[C@H](C(=O)OC)[C@@H]1CC[C@H](CC1)O (methyl trans-(2S)-[(tert-butoxycarbonyl)-amino](4-hydroxycyclohexyl)-ethanoate), O[C@@H]1CC[C@H](CC1)[C@@H](C(N1CSCC1)=O)NC(OC(C)(C)C)=O (tert-butyl trans-(1S)-1-(4-hydroxycyclohexyl)-2-oxo-2-(1,3-thiazolidin-3-yl)ethyl-carbamate). The reactants are ClC1=C(C=CC=C1)N1C(=NC2=C(C1=O)C=CS2)C (3,4-dihydro-3-(2-chlorophenyl)-2-methyl-4-oxothieno[2,3-d]pyrimidine), ClS(=O)(=O)O (chlorosulfonic acid). Conditions: time 1.5 hour. Yields the product ClC1=C(C=CC=C1)N1C(=NC2=C(C1=O)C=C(S2)S(=O)(=O)Cl)C (3,4-Dihydro-3-(2-chlorophenyl)-6-chlorosulfonyl-2-methyl-4-oxothieno[2,3-d]pyrimidine). RXN SMILES: [Cl:1][C:2]1[CH:7]=[CH:6][CH:5]=[CH:4][C:3]=1[N:8]1[C:13](=[O:14])[C:12]2[CH:15]=[CH:16][S:17][C:11]=2[N:10]=[C:9]1[CH3:18].[Cl:19][S:20](O)(=[O:22])=[O:21]>>[Cl:1][C:2]1[CH:7]=[CH:6][CH:5]=[CH:4][C:3]=1[N:8]1[C:13](=[O:14])[C:12]2[CH:15]=[C:16]([S:20]([Cl:19])(=[O:22])=[O:21])[S:17][C:11]=2[N:10]=[C:9]1[CH3:18]. Procedure: To 140 ml of chlorosulfonic acid was added little by little 54.8 g of 3,4-dihydro-3-(2-chlorophenyl)-2-methyl-4-oxothieno[2,3-d]pyrimidine. After the mixture was heated at 70°-75° C. on the oil bath and stirred for 1.5 hours, the reaction mixture was cooled and then poured onto 2 l of icewater carefully. The precipitated crystals were collected by suction-filtration to afford 65 g of the title compound, m.p. 172°-174° C. Reactants: C(=O)(O)C12CCC(CC1)(CC2)NCC(=O)N2[C@@H](C[C@@H](C2)F)C#N ((2S,4S)-1-[[N-(4-carboxybicyclo[2.2.2]oct-1-yl)amino]acetyl]-4-fluoropyrrolidine-2-carbonitrile), ClC1=C(N)C=CC=C1 (2-chloroaniline). The product is ClC1=C(C=CC=C1)NC(=O)C12CCC(CC1)(CC2)NCC(=O)N2[C@@H](C[C@@H](C2)F)C#N ((2S,4S)-1-[[N-[4-[N-(2-chlorophenyl)amino]carbonylbicyclo[2.2.2]oct-1-yl]amino]acetyl]-4-fluoropyrrolidine-2-carbonitrile). RXN SMILES: [C:1]([C:4]12[CH2:11][CH2:10][C:7]([NH:12][CH2:13][C:14]([N:16]3[CH2:20][C@@H:19]([F:21])[CH2:18][C@H:17]3[C:22]#[N:23])=[O:15])([CH2:8][CH2:9]1)[CH2:6][CH2:5]2)(O)=[O:2].[Cl:24][C:25]1[CH:31]=[CH:30][CH:29]=[CH:28][C:26]=1[NH2:27]>>[Cl:24][C:25]1[CH:31]=[CH:30][CH:29]=[CH:28][C:26]=1[NH:27][C:1]([C:4]12[CH2:5][CH2:6][C:7]([NH:12][CH2:13][C:14]([N:16]3[CH2:20][C@@H:19]([F:21])[CH2:18][C@H:17]3[C:22]#[N:23])=[O:15])([CH2:8][CH2:9]1)[CH2:10][CH2:11]2)=[O:2]. Procedure details: In a similar manner to Example 63, (2S,4S)-1-[[N-(4-carboxybicyclo[2.2.2]oct-1-yl)amino]acetyl]-4-fluoropyrrolidine-2-carbonitrile (50.0 mg) and 2-chloroaniline (35.8 μL) were used to obtain (2S,4S)-1-[[N-[4-[N-(2-chlorophenyl)amino]carbonylbicyclo[2.2.2]oct-1-yl]amino]acetyl]-4-fluoropyrrolidine-2-carbonitrile (17.4 mg). The reactants are CCO, Nc1ccc(Cl)cc1F, COc1cc2ncc(C#N)c(Cl)c2cc1[N+](=O)[O-]. Yields the product COc1cc2ncc(C#N)c(Nc3ccc(Cl)cc3F)c2cc1[N+](=O)[O-]. RXN SMILES: [CH3:28][CH2:29][OH:30].[Cl:19][c:20]1[cH:21][c:22]([F:27])[c:23]([NH2:24])[cH:25][cH:26]1.[Cl:1][c:2]1[c:3]([C:17]#[N:18])[cH:4][n:5][c:6]2[cH:7][c:8]([O:15][CH3:16])[c:9]([N+:12](=[O:13])[O-:14])[cH:10][c:11]12>>[c:2]1([NH:24][c:23]2[c:22]([F:27])[cH:21][c:20]([Cl:19])[cH:26][cH:25]2)[c:3]([C:17]#[N:18])[cH:4][n:5][c:6]2[cH:7][c:8]([O:15][CH3:16])[c:9]([N+:12](=[O:13])[O-:14])[cH:10][c:11]12. Reactants: CC#CO, O=C([O-])[O-], Cl, [Cs+], [Cs+], COc1ccc(-c2cc3ccc(OS(=O)(=O)C(F)(F)F)cc3oc2=O)cc1, C1COCCO1, O. Yields the product COc1ccc(-c2cc3ccc(C#CCO)cc3oc2=O)cc1. Reaction SMILES: [C:28](#[C:29][CH3:30])[OH:31].[C:32](=[O:33])([O-:34])[O-:35].[ClH:38].[Cs+:36].[Cs+:37].[F:1][C:2]([F:3])([F:4])[S:5]([O:6][c:7]1[cH:8][cH:9][c:10]2[cH:11][c:12](-[c:18]3[cH:19][cH:20][c:21]([O:24][CH3:25])[cH:22][cH:23]3)[c:13](=[O:17])[o:14][c:15]2[cH:16]1)(=[O:26])=[O:27].[O:39]1[CH2:40][CH2:41][O:42][CH2:43][CH2:44]1.[OH2:45]>>[c:7]1([C:30]#[C:29][CH2:28][OH:31])[cH:8][cH:9][c:10]2[cH:11][c:12](-[c:18]3[cH:19][cH:20][c:21]([O:24][CH3:25])[cH:22][cH:23]3)[c:13](=[O:17])[o:14][c:15]2[cH:16]1. The reactants are Nc1cccc2c1OCO2, CCCC(C)O, CC(C)O, COc1cc2c(Cl)ncnc2cc1OCCCN1CCOCC1, Cl. Yields the product COc1cc2c(Nc3cccc4c3OCO4)ncnc2cc1OCCCN1CCOCC1. As a reaction SMILES: [CH2:24]1[O:25][c:26]2[c:27]([NH2:28])[cH:29][cH:30][cH:31][c:32]2[O:33]1.[CH3:34][CH:35]([OH:36])[CH2:37][CH2:38][CH3:39].[CH:41]([OH:42])([CH3:43])[CH3:44].[Cl:1][c:2]1[n:3][cH:4][n:5][c:6]2[cH:7][c:8]([O:14][CH2:15][CH2:16][CH2:17][N:18]3[CH2:19][CH2:20][O:21][CH2:22][CH2:23]3)[c:9]([O:12][CH3:13])[cH:10][c:11]12.[ClH:40]>>[c:2]1([NH:28][c:27]2[c:26]3[c:32]([cH:31][cH:30][cH:29]2)[O:33][CH2:24][O:25]3)[n:3][cH:4][n:5][c:6]2[cH:7][c:8]([O:14][CH2:15][CH2:16][CH2:17][N:18]3[CH2:19][CH2:20][O:21][CH2:22][CH2:23]3)[c:9]([O:12][CH3:13])[cH:10][c:11]12.